From a dataset of the Open Reaction Database (ORD), a public repository of structured organic reaction records. describe an organic reaction: reactants, conditions, products, and yield The reactants are [BH4-], CO, O=CC1c2cc(CCCC(=O)O)ccc2-c2c(C(=O)O)cccc21, [Na+], O. Product: O=C(O)CCCc1ccc2c(c1)C(CO)c1cccc(C(=O)O)c1-2. As a reaction SMILES: [BH4-:25].[CH3:28][OH:29].[CH:1](=[O:2])[CH:3]1[c:4]2[cH:5][c:6]([CH2:19][CH2:20][CH2:21][C:22](=[O:23])[OH:24])[cH:7][cH:8][c:9]2-[c:10]2[c:11]([C:16](=[O:17])[OH:18])[cH:12][cH:13][cH:14][c:15]21.[Na+:26].[OH2:27]>>[CH2:1]([OH:2])[CH:3]1[c:4]2[cH:5][c:6]([CH2:19][CH2:20][CH2:21][C:22](=[O:23])[OH:24])[cH:7][cH:8][c:9]2-[c:10]2[c:11]([C:16](=[O:17])[OH:18])[cH:12][cH:13][cH:14][c:15]21. The reactants are C1(=CC=CC=C1)C1=NN(N=C1)CCN1CCCCCC1 (1-[2-(4-Phenyl-[1,2,3]triazol-2-yl)-ethyl]azepane), C1(=CC=CC=C1)C1=NN(N=C1)CCN1CCCCCC1 (1-[2-(4-Phenyl-[1,2,3]triazol-2-yl)-ethyl]azepane), C(C(=O)O)(=O)O (oxalic acid). The solvent is CCOCC (ether), CCOC(=O)C (AcOEt). Yields the product C(C(=O)[O-])(=O)[O-].C1(=CC=CC=C1)C1=NN(N=C1)CC[NH+]1CCCCCC1.C1(=CC=CC=C1)C1=NN(N=C1)CC[NH+]1CCCCCC1 (1-[2-(4-Phenyl-[1,2,3]triazol-2-yl)-ethyl]azepanium oxalate). As a reaction SMILES: [C:1]1([C:7]2[CH:11]=[N:10][N:9]([CH2:12][CH2:13][N:14]3[CH2:20][CH2:19][CH2:18][CH2:17][CH2:16][CH2:15]3)[N:8]=2)[CH:6]=[CH:5][CH:4]=[CH:3][CH:2]=1.[C:21]([OH:26])(=[O:25])[C:22]([OH:24])=[O:23]>CCOCC.CCOC(C)=O>[C:21]([O-:26])(=[O:25])[C:22]([O-:24])=[O:23].[C:1]1([C:7]2[CH:11]=[N:10][N:9]([CH2:12][CH2:13][NH+:14]3[CH2:20][CH2:19][CH2:18][CH2:17][CH2:16][CH2:15]3)[N:8]=2)[CH:2]=[CH:3][CH:4]=[CH:5][CH:6]=1.[C:1]1([C:7]2[CH:11]=[N:10][N:9]([CH2:12][CH2:13][NH+:14]3[CH2:20][CH2:19][CH2:18][CH2:17][CH2:16][CH2:15]3)[N:8]=2)[CH:2]=[CH:3][CH:4]=[CH:5][CH:6]=1 |f:4.5.6|. Procedure: 1-[2-(4-Phenyl-[1,2,3]triazol-2-yl)-ethyl]azepane (compound 22) (0.25 mmol) was dissolved in ether (0.5 mL) and mixed with a solution of oxalic acid (0.25 mmol) in AcOEt (0.1 mL) to give 1-[2-(4-Phenyl-[1,2,3]triazol-2-yl)-ethyl]azepanium oxalate as a white precipitate which was filtered off and dried in vacuum. 1H NMR (500 MHz, DMSOd6, 25° C.) δ=8.32 (1H, s), 7.85 (2H, d, 3J=7.4 Hz), 7.47 (2H, t, 3J=7.4 Hz), 7.38 (1H, t, 3J=7.4 Hz), 4.78 (2H, t, 3J=6.2 Hz), 3.52 (2H, sw), 3.09 (4H, sw), 1.70 (4... Starting materials: ClC1=NC=2N3C(CN(C2C=N1)CC1=C(C=C(C=C1)S(=O)(=O)C)Cl)COCC3 (2-chloro-5-(2-chloro-4-(methylsulfonyl)benzyl)-5,6,6a,7,9,10-hexahydro-[1,4]oxazino[3,4-h]pteridine), CNC(=O)NC1=CC=C(C=C1)B1OC(C(O1)(C)C)(C)C (1-methyl-3-(4-(4,4,5,5-tetramethyl-1,3,2-dioxaborolan-2-yl)phenyl)urea). Reagents/catalysts: C1=CC=C(C=C1)P([C-]2C=CC=C2)C3=CC=CC=C3.C1=CC=C(C=C1)P([C-]2C=CC=C2)C3=CC=CC=C3.Cl[Pd]Cl.[Fe+2] (PdCl2(dppf)). Run in C(=O)(O)[O-].[Na+] (NaHCO3), O1CCOCC1 (dioxane). The product is ClC1=C(CN2C=3C=NC(=NC3N3C(C2)COCC3)C3=CC=C(C=C3)NC(=O)NC)C=CC(=C1)S(=O)(=O)C (1-(4-(5-(2-chloro-4-(methylsulfonyl)benzyl)-5,6,6a,7,9,10-hexahydro-[1,4]oxazino[3,4-h]pteridin-2-yl)phenyl)-3-methylurea). Reaction SMILES: Cl[C:2]1[N:11]=[CH:10][C:9]2[N:8]([CH2:12][C:13]3[CH:18]=[CH:17][C:16]([S:19]([CH3:22])(=[O:21])=[O:20])=[CH:15][C:14]=3[Cl:23])[CH2:7][CH:6]3[CH2:24][O:25][CH2:26][CH2:27][N:5]3[C:4]=2[N:3]=1.[CH3:28][NH:29][C:30]([NH:32][C:33]1[CH:38]=[CH:37][C:36](B2OC(C)(C)C(C)(C)O2)=[CH:35][CH:34]=1)=[O:31]>O1CCOCC1.C([O-])(O)=O.[Na+].C1C=CC(P(C2C=CC=CC=2)[C-]2C=CC=C2)=CC=1.C1C=CC(P(C2C=CC=CC=2)[C-]2C=CC=C2)=CC=1.Cl[Pd]Cl.[Fe+2]>[Cl:23][C:14]1[CH:15]=[C:16]([S:19]([CH3:22])(=[O:20])=[O:21])[CH:17]=[CH:18][C:13]=1[CH2:12][N:8]1[CH2:7][CH:6]2[CH2:24][O:25][CH2:26][CH2:27][N:5]2[C:4]2[N:3]=[C:2]([C:36]3[CH:35]=[CH:34][C:33]([NH:32][C:30]([NH:29][CH3:28])=[O:31])=[CH:38][CH:37]=3)[N:11]=[CH:10][C:9]1=2 |f:3.4,5.6.7.8|. Reported procedure: The title compound was prepared in a manner similar to EXAMPLE 5 using 2-chloro-5-(2-chloro-4-(methylsulfonyl)benzyl)-5,6,6a,7,9,10-hexahydro-[1,4]oxazino[3,4-h]pteridine (PREPARATION x6, 175 mg, 0.408 mmol), (1-methyl-3-(4-(4,4,5,5-tetramethyl-1,3,2-dioxaborolan-2-yl)phenyl)urea (225 mg, 0.815 mmol) and PdCl2(dppf) (14.91 mg, 0.020 mmol) in dioxane (5 mL) and aqueous saturated NaHCO3 (1 mL). 1H NMR (400 MHz, DMSO-d6) δ 2.61-2.71 (m, 3H), 3.28-3.31 (m, 2H), 3.53-3.66 (m, 1H), 3.87-4.02 (m, 2H), ... Starting materials: C(=O)(C(=O)OCC)NC=1SC(=C(C1[N+](=O)[O-])CCC)C(=O)OCC (ethyl 2-ethoxalylamino-3-nitro-4-propylthiophene-5-carboxylate). Reagents/catalysts: [Zn] (zinc). Run in C(C)(=O)O (acetic acid). Reaction conditions: time 1 hour. The product is C(C)OC(=O)C1=C(C2=C(NC(C(N2)=O)=O)S1)CCC (6-Ethoxycarbonyl-7-propylthieno[2,3-b]pyrazine-2,3-(1H,4H)-dione). The yield is 50.6%. RXN SMILES: [C:1]([NH:8][C:9]1[S:10][C:11]([C:20]([O:22][CH2:23][CH3:24])=[O:21])=[C:12]([CH2:17][CH2:18][CH3:19])[C:13]=1[N+:14]([O-])=O)([C:3](OCC)=[O:4])=[O:2]>C(O)(=O)C.[Zn]>[CH2:23]([O:22][C:20]([C:11]1[S:10][C:9]2[NH:8][C:1](=[O:2])[C:3](=[O:4])[NH:14][C:13]=2[C:12]=1[CH2:17][CH2:18][CH3:19])=[O:21])[CH3:24]. Procedure details: A suspension of ethyl 2-ethoxalylamino-3-nitro-4-propylthiophene-5-carboxylate (4.2 g, 11.7 mmol) and zinc dust (3.83 g, 58.6 mmol) in 57 ml of 80% aqueous acetic acid was stirred under a nitrogen atmosphere in a water bath for 1 hour. The reaction mixture was decanted from the residual zinc and poured into ice water. The precipitate was filtered off, washed with water and dried. Recrystallization from ethanol (300 ml) afforded 1.67 g (62%) of the title compound. M.p.305°-307° C. 1H-NMR (DMSO-D6... Reactants: FC=1C=C(/C=C/C(=O)O)C=CC1 (trans 3-fluorocinnamic acid), S(=O)(Cl)Cl (thionyl chloride). The solvent is C1=CC=CC=C1 (benzene). Product: FC=1C=C(/C=C/C(=O)Cl)C=CC1 (trans 3-fluorocinnamoyl chloride). Yield: 94.7%. RXN SMILES: [F:1][C:2]1[CH:3]=[C:4]([CH:10]=[CH:11][CH:12]=1)/[CH:5]=[CH:6]/[C:7](O)=[O:8].S(Cl)([Cl:15])=O>C1C=CC=CC=1>[F:1][C:2]1[CH:3]=[C:4]([CH:10]=[CH:11][CH:12]=1)/[CH:5]=[CH:6]/[C:7]([Cl:15])=[O:8]. Procedure details: A mixture of trans 3-fluorocinnamic acid (32.3 g), thionyl chloride (48 g) and dry benzene (300 ml) was heated at reflux for 2 hours. Solvent and excess thionyl chloride were removed by distillation under reduced pressure leaving trans 3-fluorocinnamoyl chloride (34 g) as an oil. A solution of trans 3-fluorocinnamoy chloride (3.3 g) in dry toluene (100 ml) was added with stirring to a solution of cyclopropylamine (2.5 g) in dry ether (100 ml) at ambient temperature. The reaction mixture was heat... Starting materials: C(C1=CC=CC=C1)OC(=O)N(C12CCC(CC1)(CC2)C(=O)ON2N=NC1=C2C=CC=C1)CC(=O)N1[C@@H](C[C@@H](C1)F)C#N ((2S,4S)-1-[[N-Benzyloxycarbonyl-N-[4-(benzotriazol-1-yl)oxycarbonylbicyclo[2.2.2]oct-1-yl]amino]acetyl]-4-fluoropyrrolidine-2-carbonitrile), N1CCCC1 (pyrrolidine), O1CCCC1 (tetrahydrofuran). Run at time 25 minute. Product: C(C1=CC=CC=C1)OC(=O)N(C12CCC(CC1)(CC2)C(=O)N2CCCCC2)CC(=O)N2[C@@H](C[C@@H](C2)F)C#N ((2S,4S)-1-[[N-benzyloxycarbonyl-N-[4-(piperidin-1-yl)carbonylbicyclo[2.2.2]oct-1-yl]amino]acetyl]-4-fluoropyrrolidine-2-carbonitrile). As a reaction SMILES: [CH2:1]([O:8][C:9]([N:11]([CH2:32][C:33]([N:35]1[CH2:39][C@@H:38]([F:40])[CH2:37][C@H:36]1[C:41]#[N:42])=[O:34])[C:12]12[CH2:19][CH2:18][C:15]([C:20](ON3C4C=CC=CC=4N=N3)=[O:21])([CH2:16][CH2:17]1)[CH2:14][CH2:13]2)=[O:10])[C:2]1[CH:7]=[CH:6][CH:5]=[CH:4][CH:3]=1.[NH:43]1[CH2:47][CH2:46][CH2:45][CH2:44]1.O1CCC[CH2:49]1>>[CH2:1]([O:8][C:9]([N:11]([CH2:32][C:33]([N:35]1[CH2:39][C@@H:38]([F:40])[CH2:37][C@H:36]1[C:41]#[N:42])=[O:34])[C:12]12[CH2:13][CH2:14][C:15]([C:20]([N:43]3[CH2:47][CH2:46][CH2:45][CH2:44][CH2:49]3)=[O:21])([CH2:18][CH2:19]1)[CH2:16][CH2:17]2)=[O:10])[C:2]1[CH:3]=[CH:4][CH:5]=[CH:6][CH:7]=1. Reported procedure: (2S,4S)-1-[[N-Benzyloxycarbonyl-N-[4-(benzotriazol-1-yl)oxycarbonylbicyclo[2.2.2]oct-1-yl]amino]acetyl]-4-fluoropyrrolidine-2-carbonitrile (20.0 mg) and pyrrolidine (4.4 μL) were dissolved in tetrahydrofuran (0.4 mL) and the mixture was stirred at room temperature for 25 minutes. The solvent was removed under reduced pressure and the residue was dissolved in dichloromethane. The organic layer washed sequentially with 0.1 N aqueous hydrochloric acid, saturated aqueous sodium bicarbonate solution ... Reactants: C(C)OC(N([C@@H]1C[C@@H](NC2=CC(=C(C=C12)OC)OC)C)CC1=CC=CC=C1)=O (cis-benzyl-(6,7-dimethoxy-2-methyl-1,2,3,4-tetrahydro-quinolin-4-yl)-carbamic acid ethyl ester), N1=CC=CC=C1 (pyridine), ClC(=O)OC (methyl chloroformate), [OH-].[K+] (KOH). Solvent: ClCCl (dichloromethane), O (water). Reaction conditions: time 8 hour. Product: COC(=O)N1[C@H](C[C@H](C2=CC(=C(C=C12)OC)OC)N(C(=O)OCC)CC1=CC=CC=C1)C (cis-4-(Benzyl-ethoxycarbonyl-amino)-6,7-dimethoxy-2-methyl-3,4-dihydro-2H-quinoline-1-carboxylic Acid Methyl Ester). Yield: 9.8%. As a reaction SMILES: [CH2:1]([O:3][C:4](=[O:28])[N:5]([CH2:21][C:22]1[CH:27]=[CH:26][CH:25]=[CH:24][CH:23]=1)[C@H:6]1[C:15]2[C:10](=[CH:11][C:12]([O:18][CH3:19])=[C:13]([O:16][CH3:17])[CH:14]=2)[NH:9][C@@H:8]([CH3:20])[CH2:7]1)[CH3:2].N1C=CC=CC=1.Cl[C:36]([O:38][CH3:39])=[O:37].[OH-].[K+]>ClCCl.O>[CH3:39][O:38][C:36]([N:9]1[C:10]2[C:15](=[CH:14][C:13]([O:16][CH3:17])=[C:12]([O:18][CH3:19])[CH:11]=2)[C@H:6]([N:5]([CH2:21][C:22]2[CH:23]=[CH:24][CH:25]=[CH:26][CH:27]=2)[C:4]([O:3][CH2:1][CH3:2])=[O:28])[CH2:7][C@@H:8]1[CH3:20])=[O:37] |f:3.4|. Procedure details: A solution of cis-benzyl-(6,7-dimethoxy-2-methyl-1,2,3,4-tetrahydro-quinolin-4-yl)-carbamic acid ethyl ester (Example 66) (111 mg, 0.29 mmol) in anhydrous dichloromethane (2 mL), was treated sequentially with anhydrous pyridine (1 mL), and methyl chloroformate (38 μL, 0.49 mmol). After stirring at room temperature overnight, water (10 mL) and an aqueous 10% KOH solution (10 mL) were added, and the mixture was extracted with ethyl acetate (3×10 mL). The combined organic phases were then washed wi...